Dataset: the Open Reaction Database (ORD), a public repository of structured organic reaction records. Task: describe an organic reaction: reactants, conditions, products, and yield The product is oil, CC=1N=CN(C1)C1=C(C#N)C=C(C=C1)OC(F)(F)F (2-(4-Methyl-imidazol-1-yl)-5-trifluoromethoxy benzonitrile). Isolated yield 100.0%. The reactants are CC1=CN=CN1C1=C(C#N)C=C(C=C1)OC(F)(F)F (2-(5-methyl-imidazol-1-yl)-5-trifluoromethoxy-benzonitrile), FC1=C(C#N)C=C(C=C1)OC(F)(F)F (2-fluoro-5-trifluoromethoxy-benzonitrile), CC=1N=CNC1 (4-methylimidazole), C([O-])([O-])=O.[K+].[K+] (potassium carbonate). As a reaction SMILES: F[C:2]1[CH:9]=[CH:8][C:7]([O:10][C:11]([F:14])([F:13])[F:12])=[CH:6][C:3]=1[C:4]#[N:5].[CH3:15][C:16]1[N:17]=[CH:18][NH:19][CH:20]=1.C(=O)([O-])[O-].[K+].[K+].CC1N(C2C=CC(OC(F)(F)F)=CC=2C#N)C=NC=1>>[CH3:15][C:16]1[N:17]=[CH:18][N:19]([C:2]2[CH:9]=[CH:8][C:7]([O:10][C:11]([F:14])([F:13])[F:12])=[CH:6][C:3]=2[C:4]#[N:5])[CH:20]=1 |f:2.3.4|. Reported procedure: As described for example 84a, 2-fluoro-5-trifluoromethoxy-benzonitrile was reacted with 4-methylimidazole and potassium carbonate for 16 h at 90° C. Aqueous workup afforded a 3:1 mixture of the title compound and its regioisomer [2-(5-methyl-imidazol-1-yl)-5-trifluoromethoxy-benzonitrile] as a light brown viscous oil (yield: 100%). 1H-NMR (300 MHz, DMSO): δ=2.19 (s, 3H), 7.37 (s, 1H), 7.75-7.90 (m, 2H), 8.02 (s, 1H), 8.27 (d, J=2.7 Hz, 1H). Reactants: Cc1ccccc1, COC(OC)N(C)C, Cc1csc(N)n1. Yields the product Cc1csc(N=CN(C)C)n1. Reaction SMILES: [CH3:16][c:17]1[cH:18][cH:19][cH:20][cH:21][cH:22]1.[CH3:8][O:9][CH:10]([N:11]([CH3:12])[CH3:13])[O:14][CH3:15].[NH2:1][c:2]1[s:3][cH:4][c:5]([CH3:7])[n:6]1>>[N:1]([c:2]1[s:3][cH:4][c:5]([CH3:7])[n:6]1)=[CH:10][N:11]([CH3:12])[CH3:13]. Starting materials: FC(C(=O)NCCCC1=CC(=CC=C1)C#CC1C(CCCC1)O)(F)F (2,2,2-trifluoro-N-(3-(3-((2-hydroxycyclohexyl)ethynyl)phenyl)propyl)acetamide), N.CO (NH3 MeOH). The solvent is ClCCl (dichloromethane). Yields the product NCCCC=1C=C(C=CC1)C#CC1C(CCCC1)O (2-((3-(3-aminopropyl)phenyl)ethynyl)cyclohexanol). RXN SMILES: FC(F)(F)C([NH:5][CH2:6][CH2:7][CH2:8][C:9]1[CH:14]=[CH:13][CH:12]=[C:11]([C:15]#[C:16][CH:17]2[CH2:22][CH2:21][CH2:20][CH2:19][CH:18]2[OH:23])[CH:10]=1)=O.N.CO>ClCCl>[NH2:5][CH2:6][CH2:7][CH2:8][C:9]1[CH:10]=[C:11]([C:15]#[C:16][CH:17]2[CH2:22][CH2:21][CH2:20][CH2:19][CH:18]2[OH:23])[CH:12]=[CH:13][CH:14]=1 |f:1.2|. Procedure: Deprotection of 2,2,2-trifluoro-N-(3-(3-((2-hydroxycyclohexyl)ethynyl)phenyl)propyl)acetamide followed by flash chromatography (10% (7N NH3/MeOH)/dichloromethane) gave 2-((3-(3-aminopropyl)phenyl)ethynyl)cyclohexanol as an orange oil. Yield (0.606 g, 69%): 1H NMR (400 MHz, CDCl3) δ 7.16-7.26 (m, 3H), 7.08-7.12 (m, 1H), 3.48-3.56 (m, 1H), 2.71 (t, J=7.2 Hz, 2H), 2.61 (t, J=7.2 Hz, 2H), 2.38-2.46 (m, 1H), 2.01-2.10 (m, 2H), 1.64-1.82 (m, 7H), 1.40-1.52 (m, 1H), 1.16-1.40 (m, 3H). Reactants: C(C)OC(=O)C1(CCN(CC1)CC)S(=O)(=O)C1=CC=C(C=C1)OC1=CC=C(C=C1)Cl (4-[4-(4-chloro-phenoxy)-benzenesulfonyl]-1-ethyl-piperidine-4-carboxylic acid ethyl ester), CO (methanol), [OH-].[Na+] (NaOH). Run in C1CCOC1 (THF). Yields the product ClC1=CC=C(OC2=CC=C(C=C2)S(=O)(=O)C2(CCN(CC2)CC)C(=O)O)C=C1 (4-[4-(4-Chloro-phenoxy)-benzenesulfonyl]-1-ethyl-piperidine-4-carboxylic acid). Reaction SMILES: C([O:3][C:4]([C:6]1([S:14]([C:17]2[CH:22]=[CH:21][C:20]([O:23][C:24]3[CH:29]=[CH:28][C:27]([Cl:30])=[CH:26][CH:25]=3)=[CH:19][CH:18]=2)(=[O:16])=[O:15])[CH2:11][CH2:10][N:9]([CH2:12][CH3:13])[CH2:8][CH2:7]1)=[O:5])C.CO.[OH-].[Na+]>C1COCC1>[Cl:30][C:27]1[CH:26]=[CH:25][C:24]([O:23][C:20]2[CH:19]=[CH:18][C:17]([S:14]([C:6]3([C:4]([OH:5])=[O:3])[CH2:11][CH2:10][N:9]([CH2:12][CH3:13])[CH2:8][CH2:7]3)(=[O:15])=[O:16])=[CH:22][CH:21]=2)=[CH:29][CH:28]=1 |f:2.3|. Procedure: 4-[4-(4-Chloro-phenoxy)-benzenesulfonyl]-1-ethyl-piperidine-4-carboxylic acid was prepared starting from 4-[4-(4-chloro-phenoxy)-benzenesulfonyl]-1-ethyl-piperidine-4-carboxylic acid ethyl ester (3.02 g, 6.7 mmol) dissolved in THF:methanol (3: 1150 ml) and 10 N NaOH (20 ml). The resulting reaction mixture was worked up as outlined in example 83. Yield 1.8 g (65%); white solid; mp 184° C.; MS: 423.9 (M+H)+ The reactants are CO, COCCCNc1cccc(OC)c1[N+](=O)[O-], CC(=O)O, [Zn]. Yields the product COCCCNc1cccc(OC)c1N. As a reaction SMILES: [CH3:18][OH:19].[CH3:1][O:2][c:3]1[c:4]([N+:15]([O-:16])=[O:17])[c:5]([NH:6][CH2:7][CH2:8][CH2:9][O:10][CH3:11])[cH:12][cH:13][cH:14]1.[CH3:21][C:22](=[O:23])[OH:24].[Zn:20]>>[CH3:1][O:2][c:3]1[c:4]([NH2:15])[c:5]([NH:6][CH2:7][CH2:8][CH2:9][O:10][CH3:11])[cH:12][cH:13][cH:14]1. Reactants: CCOC(=O)C(C)(Sc1nc2ccc(OCC)cc2s1)c1ccccc1, CCO, [K+], [OH-]. Product: CCOc1ccc2nc(SC(C)(C(=O)O)c3ccccc3)sc2c1. As a reaction SMILES: [CH2:1]([CH3:2])[O:3][C:4]([C:5]([CH3:6])([c:7]1[cH:8][cH:9][cH:10][cH:11][cH:12]1)[S:13][c:14]1[s:15][c:16]2[c:17]([n:18]1)[cH:19][cH:20][c:21]([O:23][CH2:24][CH3:25])[cH:22]2)=[O:26].[CH3:29][CH2:30][OH:31].[K+:28].[OH-:27]>>[O:3]=[C:4]([C:5]([CH3:6])([c:7]1[cH:8][cH:9][cH:10][cH:11][cH:12]1)[S:13][c:14]1[s:15][c:16]2[c:17]([n:18]1)[cH:19][cH:20][c:21]([O:23][CH2:24][CH3:25])[cH:22]2)[OH:26]. Starting materials: C(C1=CC=CC=C1)NC1=NC(=C(C(=C1F)NC(C)(C)C)F)F (2-benzylamino-4-(t-butyl)amino-3,5,6-trifluoropyridine). The reagents and catalysts are [Pd] (palladium on carbon). Solvent: C(C)(=O)O (acetic acid). Conditions: time 6 hour. Product: NC1=NC(=C(C(=C1F)NC(C)(C)C)F)F (2-amino-4-(t-butylamino)-3,5,6-trifluoropyridine). As a reaction SMILES: C([NH:8][C:9]1[C:14]([F:15])=[C:13]([NH:16][C:17]([CH3:20])([CH3:19])[CH3:18])[C:12]([F:21])=[C:11]([F:22])[N:10]=1)C1C=CC=CC=1>[Pd].C(O)(=O)C>[NH2:8][C:9]1[C:14]([F:15])=[C:13]([NH:16][C:17]([CH3:18])([CH3:20])[CH3:19])[C:12]([F:21])=[C:11]([F:22])[N:10]=1. Procedure details: To 13 ml of acetic acid were added 4.0 g of the crude 2-benzylamino-4-(t-butyl)amino-3,5,6-trifluoropyridine as described above together with 0.43 g of 10% palladium on carbon, and the mixture was hydrogenated at 60° C. for 6 hours. The catalyst was separated by filtration, and the solvent and the like were distilled off under reduced pressure to-obtain the title compound as a brown crude oil. The reactants are CC(C)C(C(C)C)=O (2,4-dimethyl-3-pentanone), BrBr (bromine), OC(=O)O (hydroxy-ketone). Solvent: C(Cl)(Cl)Cl (chloroform). The product is OC(C)(C(C(C)C)=O)C (2-Hydroxy-2,4-dimethyl-3-pentanone). RXN SMILES: [CH3:1][CH:2]([C:4](=[O:8])[CH:5]([CH3:7])[CH3:6])[CH3:3].BrBr.[OH:11]C(O)=O>C(Cl)(Cl)Cl>[OH:11][C:2]([CH3:3])([C:4](=[O:8])[CH:5]([CH3:7])[CH3:6])[CH3:1]. Reported procedure: To a stirred solution of 28.3 ml. (0.2 mole) 2,4-dimethyl-3-pentanone in 100 ml. chloroform was added dropwise 10.3 ml. (0.2 mole) bromine in 30 ml. of the same solvent. The resulting mixture was stirred for a few minutes, the solvent evaporated in vacuo, the residue taken up in 100 ml. ethanol. Water, 50 ml., and 10 M sodium hydroxide, 50 ml., added. The resulting mixture was stirred at reflux for one hour, diluted with 200 ml. water and extracted with 3×50 ml. ethyl ether. The extracts were dr... Run in C(C)(=O)OCC (ethyl acetate), C(C)(=O)OCC (ethyl acetate). Isolated yield 81.0%. RXN SMILES: [ClH:1].[CH3:2][O:3][C:4]1[CH:5]=[C:6]([CH2:10][CH2:11][C:12]2[CH:26]=[CH:25][CH:24]=[CH:23][C:13]=2[O:14][CH2:15][CH2:16][CH:17]2[CH2:21][CH2:20][CH2:19][N:18]2[CH3:22])[CH:7]=[CH:8][CH:9]=1>C(OCC)(=O)C>[ClH:1].[CH3:2][O:3][C:4]1[CH:5]=[C:6]([CH2:10][CH2:11][C:12]2[CH:26]=[CH:25][CH:24]=[CH:23][C:13]=2[O:14][CH2:15][CH2:16][CH:17]2[CH2:21][CH2:20][CH2:19][N:18]2[CH3:22])[CH:7]=[CH:8][CH:9]=1 |f:3.4|. Procedure details: 11 ml of a 4N solution of hydrogen chloride in ethyl acetate were added, whilst ice-cooling, to a solution of 14.5 g of 2-(2-{2-[2-(3-methoxyphenyl)ethyl]phenoxy}ethyl)-1-methylpyrrolidine [prepared as described in step (a) above] in 100 ml of ethyl acetate, and the resulting mixture was allowed to stand at room temperature. The crystals which precipitated were collected by filtration and dried in vacuo, to give 3.0 g (yield 81%) of the title compound as colorless crystals, melting at 109°-110° ... The product is Cl.COC=1C=C(C=CC1)CCC1=C(OCCC2N(CCC2)C)C=CC=C1 (2-(2-{2-[2-(3-Methoxyphenyl)ethyl]phenoxy}-ethyl]-1-methylpyrrolidine hydrochloride). Reactants: solution, Cl (hydrogen chloride), COC=1C=C(C=CC1)CCC1=C(OCCC2N(CCC2)C)C=CC=C1 (2-(2-{2-[2-(3-methoxyphenyl)ethyl]phenoxy}ethyl)-1-methylpyrrolidine). Run in O (water). Procedure: 5 g. of N-carbethoxy acetyl N-methyl 4-methoxy 2-nitro aniline are dissolved in 50 cc. of hot ethanol. After cooling, 15 cc. of water and 3 cc. of a 2% solution of palladium chloride are added. Then 5 cc. of a 20% aqueous solution of sodium borohydride are introduced, while cooling. This is agitated for thirty minutes, without allowing the temperature to exceed 40° C. Then, the excess of reagent is decomposed by acidifying to pH = 2 with hydrochloric acid. After cessation of the gaseous emission... Product: C(=O)(OCC)CC(=O)N(C1=C(C=C(C=C1)OC)N)C (N-carbethoxy acetyl N-methyl 4-methoxy o-phenylene diamine). RXN SMILES: [C:1]([CH2:6][C:7]([N:9]([CH3:21])[C:10]1[CH:15]=[CH:14][C:13]([O:16][CH3:17])=[CH:12][C:11]=1[N+:18]([O-])=O)=[O:8])([O:3][CH2:4][CH3:5])=[O:2].C(O)C.[BH4-].[Na+].Cl>[Pd](Cl)Cl.O>[C:1]([CH2:6][C:7]([N:9]([CH3:21])[C:10]1[CH:15]=[CH:14][C:13]([O:16][CH3:17])=[CH:12][C:11]=1[NH2:18])=[O:8])([O:3][CH2:4][CH3:5])=[O:2] |f:2.3|. Reactants: solution, C(=O)(OCC)CC(=O)N(C1=C(C=C(C=C1)OC)[N+](=O)[O-])C (N-carbethoxy acetyl N-methyl 4-methoxy 2-nitro aniline), C(C)O (ethanol), aqueous solution, [BH4-].[Na+] (sodium borohydride), Cl (hydrochloric acid). The reagents and catalysts are [Pd](Cl)Cl (palladium chloride).